Dataset: the Open Reaction Database (ORD), a public repository of structured organic reaction records. Task: describe an organic reaction: reactants, conditions, products, and yield Reactants: Br, Br, Cc1cc(I)cnc1N, O=N[O-], [Na+], O. Product: Cc1cc(I)cnc1Br. As a reaction SMILES: [Br:10].[BrH:15].[I:1][c:2]1[cH:3][c:4]([CH3:9])[c:5]([NH2:8])[n:6][cH:7]1.[N:11]([O-:12])=[O:13].[Na+:14].[OH2:16]>>[I:1][c:2]1[cH:3][c:4]([CH3:9])[c:5]([Br:15])[n:6][cH:7]1. Starting materials: C(#N)C1=CC=C(O1)Br (5-cyano-2-bromofuran), [OH-].[Na+] (NaOH), N1C(C2(C3=CC=CC=C13)CCCC2B(O)O)=O ((spiro[cyclopentane-1,3′-[3H]indol]-2′(1′H)-one-5-yl) boronic acid), C([O-])([O-])=O.[Na+].[Na+] (sodium carbonate). Reagents/catalysts: C=1C=CC(=CC1)[P](C=2C=CC=CC2)(C=3C=CC=CC3)[Pd]([P](C=4C=CC=CC4)(C=5C=CC=CC5)C=6C=CC=CC6)([P](C=7C=CC=CC7)(C=8C=CC=CC8)C=9C=CC=CC9)[P](C=1C=CC=CC1)(C=1C=CC=CC1)C=1C=CC=CC1 (tetrakis(triphenylphosphine)palladium(0)). Run in COCCOC (ethylene glycol dimethyl ether), O (water). The product is CC1(C(NC2=CC=C(C=C12)C1=CC=C(O1)C#N)=O)C (5-(3.3-Dimethyl-2-oxo-2,3-dihydro-1H-indol-5-yl)-furan-2-carbonitrile). The yield is 53.4%. As a reaction SMILES: [C:1]([C:3]1[O:7][C:6](Br)=[CH:5][CH:4]=1)#[N:2].[NH:9]1[C:17]2[C:12](=[CH:13][CH:14]=[CH:15][CH:16]=2)[C:11]2([CH:21](B(O)O)CC[CH2:18]2)[C:10]1=[O:25].C(=O)([O-])[O-].[Na+].[Na+].[OH-].[Na+]>COCCOC.O.C1C=CC([P]([Pd]([P](C2C=CC=CC=2)(C2C=CC=CC=2)C2C=CC=CC=2)([P](C2C=CC=CC=2)(C2C=CC=CC=2)C2C=CC=CC=2)[P](C2C=CC=CC=2)(C2C=CC=CC=2)C2C=CC=CC=2)(C2C=CC=CC=2)C2C=CC=CC=2)=CC=1>[CH3:18][C:11]1([CH3:21])[C:12]2[C:17](=[CH:16][CH:15]=[C:14]([C:6]3[O:7][C:3]([C:1]#[N:2])=[CH:4][CH:5]=3)[CH:13]=2)[NH:9][C:10]1=[O:25] |f:2.3.4,5.6,^1:44,46,65,84|. Reported procedure: A solution of 5-cyano-2-bromofuran (0.5 g, 2.6 mmol), and tetrakis(triphenylphosphine)palladium(0) (0.2 g) in ethylene glycol dimethyl ether (20 cm3) was stirred under N2 for 20 minutes. To this mixture was then added (spiro[cyclopentane-1,3′-[3H]indol]-2′(1′H)-one-5-yl) boronic acid (0.9 g, 3.9 mmol) and sodium carbonate (0.8 g, 7.8 mmol) in water (5 cm3). The solution was brought to reflux for 18 hours and then cooled to room temperature, poured into 2N NaOH and extracted with EtOAc (×3). The ... Reactants: C(C)(C)(C)OC(=O)N1C2C(C(C1)OCC1=CC=C(C=C1)F)N(CC2)C(=O)OCC2=CC=CC=C2 (3-(4-Fluoro-benzyloxy)-hexahydro-pyrrolo[3,2-b]pyrrole-1,4-dicarboxylic acid 4-benzyl ester 1-tert-butyl ester), NH4OAc, Pd on-carbon. Run in CO (MeOH). Conditions: time 90 minute. The product is C(C)(C)(C)OC(=O)N1C2C(C(C1)OCC1=CC=C(C=C1)F)NCC2 (3-(4-Fluoro-benzyloxy)-hexahydro-pyrrolo[3,2-b]pyrrole-1-carboxylic acid tert-butyl ester). The yield is 123.5%. Reaction SMILES: [C:1]([O:5][C:6]([N:8]1[CH2:12][CH:11]([O:13][CH2:14][C:15]2[CH:20]=[CH:19][C:18]([F:21])=[CH:17][CH:16]=2)[CH:10]2[N:22](C(OCC3C=CC=CC=3)=O)[CH2:23][CH2:24][CH:9]12)=[O:7])([CH3:4])([CH3:3])[CH3:2]>CO>[C:1]([O:5][C:6]([N:8]1[CH2:12][CH:11]([O:13][CH2:14][C:15]2[CH:16]=[CH:17][C:18]([F:21])=[CH:19][CH:20]=2)[CH:10]2[NH:22][CH2:23][CH2:24][CH:9]12)=[O:7])([CH3:4])([CH3:2])[CH3:3]. Procedure details: To a solution of 44 (3.40 g, 7.22 mmol) in MeOH (70 mL) was added NH4OAc (280 mg, 3.61 mmol) and 10% Pd-on-carbon (wet, 770 mg, 0.70 mmol). The reaction flask was evacuated and backfilled with hydrogen (4×) and then maintained under a balloon of hydrogen gas. After 90 min, the catalyst was removed by filtration and the filtrate was concentrated in vacuo. The residue was dissolved in Et2O and washed successively with saturated aqueous NaHCO3, and brine, dried over anhydrous Na2SO4, filtered and c... Starting materials: NC1=NC=C(C(=C1N)N[C@H]1[C@H]([C@@H]2C=C[C@H]1C2)C(=O)N)Br ((1S,2S,3R,4R)-3-(2,3-Diamino-5-bromo-pyridin-4-ylamino)-bicyclo[2.2.1]hept-5-ene-2-carboxylic acid amide), COC1=NC=CC=C1C=O (2-Methoxy-pyridine-3-carbaldehyde). The product is BrC=1C(=C2C(=NC1)NC(=N2)C=2C(=NC=CC2)OC)N[C@H]2[C@H]([C@@H]1C=C[C@H]2C1)C(=O)N ((1S,2S,3R,4R)-3-[6-Bromo-2-(2-methoxy-pyridin-3-yl)-3H-imidazo[4,5-b]pyridin-7-ylamino]-bicyclo[2.2.1]hept-5-ene-2-carboxylic acid amide). The yield is 63.8%. Reaction SMILES: [NH2:1][C:2]1[C:7]([NH2:8])=[C:6]([NH:9][C@@H:10]2[C@@H:15]3[CH2:16][C@@H:12]([CH:13]=[CH:14]3)[C@@H:11]2[C:17]([NH2:19])=[O:18])[C:5]([Br:20])=[CH:4][N:3]=1.[CH3:21][O:22][C:23]1[C:28]([CH:29]=O)=[CH:27][CH:26]=[CH:25][N:24]=1>>[Br:20][C:5]1[C:6]([NH:9][C@@H:10]2[C@@H:15]3[CH2:16][C@@H:12]([CH:13]=[CH:14]3)[C@@H:11]2[C:17]([NH2:19])=[O:18])=[C:7]2[N:8]=[C:29]([C:28]3[C:23]([O:22][CH3:21])=[N:24][CH:25]=[CH:26][CH:27]=3)[NH:1][C:2]2=[N:3][CH:4]=1. Procedure: In a similar fashion to Compound LXXXVII, (1S,2S,3R,4R)-3-(2,3-Diamino-5-bromo-pyridin-4-ylamino)-bicyclo[2.2.1]hept-5-ene-2-carboxylic acid amide (50 mg, 0.148 mmol) and 2-Methoxy-pyridine-3-carbaldehyde (22.3 mg, 0.163 mmol) were reacted to produce 43 mg (64%) of the title compound. mp: 201° C., 1H NMR (300 MHz, DMSO-d6): 12.64 (s, 1H), 8.45 (d, J=8 Hz, 1H), 8.32 (s, 1H), 8.07 (s, 1H), 7.75 (s, 1H), 7.22 (m, 2H), 7.17 (d, J=8 Hz, 1H), 6.39 (s, 1H), 6.36 (s, 1H), 5.23 (t, J=8 Hz, 1H), 4.05 (s, ... Reactants: CCO, O=C(O)CNc1cc(F)c([N+](=O)[O-])cc1Cl, O=C(O)CNc1cc(F)c(Cl)cc1[N+](=O)[O-], [Na], [Na], O, O, Cl[Sn]Cl. Yields the product O=C1CNc2cc(F)c(Cl)cc2N1. Reaction SMILES: [CH3:40][CH2:41][OH:42].[Cl:19][c:20]1[cH:21][c:22]([N+:23]([O-:24])=[O:25])[c:26]([F:27])[cH:28][c:29]1[NH:30][CH2:31][C:32]([OH:33])=[O:34].[Cl:2][c:3]1[cH:4][c:5]([N+:15]([O-:16])=[O:17])[c:6]([NH:10][CH2:11][C:12](=[O:13])[OH:14])[cH:7][c:8]1[F:9].[Na:18].[Na:1].[OH2:35].[OH2:36].[Sn:37]([Cl:38])[Cl:39]>>[Cl:2][c:3]1[cH:4][c:5]2[c:6]([cH:7][c:8]1[F:9])[NH:10][CH2:11][C:12](=[O:13])[NH:15]2. Starting materials: O=Cc1cc(OCc2ccc(F)cc2F)c(Br)c(=O)n1-c1c(F)cccc1F, COCCN, ClCCl. Yields the product COCCNCc1cc(OCc2ccc(F)cc2F)c(Br)c(=O)n1-c1c(F)cccc1F. Reaction SMILES: [Br:1][c:2]1[c:3]([O:19][CH2:20][c:21]2[c:22]([F:28])[cH:23][c:24]([F:27])[cH:25][cH:26]2)[cH:4][c:5]([CH:17]=[O:18])[n:6](-[c:9]2[c:10]([F:16])[cH:11][cH:12][cH:13][c:14]2[F:15])[c:7]1=[O:8].[CH3:29][O:30][CH2:31][CH2:32][NH2:33].[Cl:34][CH2:35][Cl:36]>>[Br:1][c:2]1[c:3]([O:19][CH2:20][c:21]2[c:22]([F:28])[cH:23][c:24]([F:27])[cH:25][cH:26]2)[cH:4][c:5]([CH2:17][NH:33][CH2:32][CH2:31][O:30][CH3:29])[n:6](-[c:9]2[c:10]([F:16])[cH:11][cH:12][cH:13][c:14]2[F:15])[c:7]1=[O:8]. The reactants are IC (Iodomethane), COC1=NC(=CC=C1[N+](=O)[O-])C1=NNN=C1 (2-methoxy-3-nitro-6-(2H-1,2,3-triazol-4-yl)pyridine), C([O-])([O-])=O.[K+].[K+] (potassium carbonate). Run in C1CCOC1 (THF). Reaction conditions: time 72 hour. The product is COC1=NC(=CC=C1[N+](=O)[O-])C1=NN(N=C1)C (2-Methoxy-6-(2-methyl-2H-1,2,3-triazol-4-yl)-3-nitropyridine). The yield is 19.2%. As a reaction SMILES: IC.[CH3:3][O:4][C:5]1[C:10]([N+:11]([O-:13])=[O:12])=[CH:9][CH:8]=[C:7]([C:14]2[CH:18]=[N:17][NH:16][N:15]=2)[N:6]=1.[C:19](=O)([O-])[O-].[K+].[K+]>C1COCC1>[CH3:3][O:4][C:5]1[C:10]([N+:11]([O-:13])=[O:12])=[CH:9][CH:8]=[C:7]([C:14]2[CH:18]=[N:17][N:16]([CH3:19])[N:15]=2)[N:6]=1 |f:2.3.4|. Reported procedure: Iodomethane (330 μL, 5.31 mmol) was added to a solution of 2-methoxy-3-nitro-6-(2H-1,2,3-triazol-4-yl)pyridine (Preparation 199, 235 mg, 1.063 mmol) and potassium carbonate (294 mg, 2.125 mmol) in THF (5.1 mL). The reaction mixture was stirred at room temperature for 72 hours. The solid was filtered and the filtrate concentrated in vacuo. The residue was purified using Biotage silica gel column chromatography eluting with cyclohexane/EtOAc 80/20 to 40/60 to afford the title compound as a beige s... Starting materials: C(C)N(C=1C=C(C=CC1)O)CC (3-diethylaminophenol), C([O-])([O-])=O.[K+].[K+] (potassium carbonate), C(C)Br (ethyl bromide). The solvent is C(C(C)C)C(=O)C (methyl isobutyl ketone). Run at time 30 minute. Yields the product C(C)N(C=1C=C(C=CC1)OCC)CC (3-diethylaminophenetol). Yield: 88.4%. RXN SMILES: [CH2:1]([N:3]([CH2:11][CH3:12])[C:4]1[CH:5]=[C:6]([OH:10])[CH:7]=[CH:8][CH:9]=1)[CH3:2].C(=O)([O-])[O-].[K+].[K+].[CH2:19](Br)[CH3:20]>C(C(C)=O)C(C)C>[CH2:11]([N:3]([CH2:1][CH3:2])[C:4]1[CH:5]=[C:6]([O:10][CH2:19][CH3:20])[CH:7]=[CH:8][CH:9]=1)[CH3:12] |f:1.2.3|. Reported procedure: A 1 liter reactor is charged with 300 ml of methyl isobutyl ketone, 73.1 g of 3-diethylaminophenol and 153.3 g of ground potassium carbonate and the mixture is stirred for 30 minutes. Then 72.7 g of ethyl bromide are introduced into the autoclave, which is then closed and heated for 3 hours to 115°-120° C. The temperature is then kept for a further 5 hours at 140°-142° C. (pressure: 5 bar). The contents of the autoclave are cooled to c. 25° C. and potassium bromide is removed by filtration. Afte... Reactants: C1CCNC1, C=O, CCO, O=Cc1ccc(O)c(O)c1O. The product is O=Cc1cc(CN2CCCC2)c(O)c(O)c1O. As a reaction SMILES: [CH2:1]1[CH2:2][CH2:3][NH:4][CH2:5]1.[CH2:6]=[O:7].[CH3:19][CH2:20][OH:21].[OH:8][c:9]1[c:10]([CH:11]=[O:12])[cH:13][cH:14][c:15]([OH:18])[c:16]1[OH:17]>>[CH2:1]1[CH2:2][CH2:3][N:4]([CH2:6][c:14]2[cH:13][c:10]([CH:11]=[O:12])[c:9]([OH:8])[c:16]([OH:17])[c:15]2[OH:18])[CH2:5]1. Starting materials: C(C)C(C=O)CC (2-ethyl butyraldehyde), C(C=C)#N (acrylonitrile), [OH-].[K+] (caustic potash). The product is C(#N)CCC(C=O)(CC)CC (2-(β-cyanoethyl)-2-ethyl butyraldehyde). Isolated yield 76.6%. As a reaction SMILES: [CH2:1]([CH:3]([CH2:6][CH3:7])[CH:4]=[O:5])[CH3:2].[C:8](#[N:11])[CH:9]=[CH2:10].[OH-].[K+]>>[C:8]([CH2:9][CH2:10][C:3]([CH2:6][CH3:7])([CH2:1][CH3:2])[CH:4]=[O:5])#[N:11] |f:2.3|. Procedure: In the presence of alkaline catalysts, acrylonitrile reacts with aldehydes, the α-carbon atoms of which possess one or two hydrogen atoms, forming 3-substituted propionitriles (U.S. Pat. No. 2,353,687). This so-called "cyanoethylation" reaction also occurs with other compounds which have an active hydrogen atom. For example, 2-ethyl butyraldehyde and acrylonitrile react in the presence of catalytic amounts of 50 percent caustic potash solution forming 2-(β-cyanoethyl)-2-ethyl butyraldehyde. A yi...